Task: describe an organic reaction: reactants, conditions, products, and yield. Dataset: the Open Reaction Database (ORD), a public repository of structured organic reaction records The reactants are ClC=1C=C(C=CC1C=O)OS(=O)(=O)C(F)(F)F (trifluoro-methanesulfonic acid 3-chloro-4-formyl-phenyl ester), FC=1C=C(C=CC1OC)B(O)O (3-fluoro-4-methoxyphenylboronic acid). The product is ClC=1C=C(C=CC1C=O)C1=CC(=C(C=C1)OC)F (3-Chloro-3′-fluoro-4′-methoxy-1,1′-biphenyl-4-carbaldehyde). RXN SMILES: [Cl:1][C:2]1[CH:3]=[C:4](OS(C(F)(F)F)(=O)=O)[CH:5]=[CH:6][C:7]=1[CH:8]=[O:9].[F:18][C:19]1[CH:20]=[C:21](B(O)O)[CH:22]=[CH:23][C:24]=1[O:25][CH3:26]>>[Cl:1][C:2]1[CH:3]=[C:4]([C:21]2[CH:22]=[CH:23][C:24]([O:25][CH3:26])=[C:19]([F:18])[CH:20]=2)[CH:5]=[CH:6][C:7]=1[CH:8]=[O:9]. Procedure details: The title compound was prepared by reacting trifluoro-methanesulfonic acid 3-chloro-4-formyl-phenyl ester (2.8 g, 9.62 mmol) with 3-fluoro-4-methoxyphenylboronic acid (1.8 g, 10.6 mmol) according to Method B to yield 1.87 g (74%, over two steps) of white solid: mp 116-118° C.; 1H NMR (DMSO-d6): δ 3.91 (3H, s), 7.30 (1H, t, J=8.79 Hz), 7.66-7.68 (1H, m), 7.79 (1H, dd, J=12.91 Hz, J=2.47 Hz), 7.85-7.87 (1H, m), 7.91 (1H, d, J=8.24 Hz), 7.96 (1H, d, J=1.65 Hz), 10.34 (1H, s); IR 1688 cm−1; MS (ESI)... Starting materials: NC1=NN=C(S1)C1=CC(=C(C(=C1)C(C)(C)C)O)C(C)(C)C (4-(5-amino-1,3,4-thiadiazole-2-yl)-2,6-bis(1,1-dimethylethyl)phenol), C(C)OC(=O)N=C=S (ethoxycarbonylisothiocyanate). Run in O1CCCC1 (tetrahydrofuran). Run at time 18 hour. Yields the product CC(C)(C)C=1C=C(C=C(C1O)C(C)(C)C)C1=NN=C(S1)NC(=S)NC(OCC)=O (Ethyl [[[5-[3,5-bis(1,1-dimethylethyl)-4-hydroxyphenyl]-1,3,4-thiadiazol-2-yl]amino]thioxomethyl]carbamate). RXN SMILES: [NH2:1][C:2]1[S:6][C:5]([C:7]2[CH:12]=[C:11]([C:13]([CH3:16])([CH3:15])[CH3:14])[C:10]([OH:17])=[C:9]([C:18]([CH3:21])([CH3:20])[CH3:19])[CH:8]=2)=[N:4][N:3]=1.[CH2:22]([O:24][C:25]([N:27]=[C:28]=[S:29])=[O:26])[CH3:23]>O1CCCC1>[CH3:16][C:13]([C:11]1[CH:12]=[C:7]([C:5]2[S:6][C:2]([NH:1][C:28]([NH:27][C:25](=[O:26])[O:24][CH2:22][CH3:23])=[S:29])=[N:3][N:4]=2)[CH:8]=[C:9]([C:18]([CH3:21])([CH3:20])[CH3:19])[C:10]=1[OH:17])([CH3:14])[CH3:15]. Procedure details: To a suspension of 4-(5-amino-1,3,4-thiadiazole-2-yl)-2,6-bis(1,1-dimethylethyl)phenol (1.5 g, 0.005 mole) in tetrahydrofuran (10 ml) is added ethoxycarbonylisothiocyanate (0.64 g, 0.005 mole) dropwise. The resulting mixture is stirred 18 hours at room temperature, before concentrating in vacuo. The residue is recrystallized from ethanol/water to provide 1.7 g (2.2 g theor., 78%) of the title compound after drying in vacuo at 50° C., mp >250° C.